From a dataset of the Open Reaction Database (ORD), a public repository of structured organic reaction records. describe an organic reaction: reactants, conditions, products, and yield Reactants: CC1(OC2=C(C(=CC(=C2)C(CCC)(C)C2=CC=C(C=C2)F)O)C2=C1CCN(C2)CC#C)C (5,5dimethyl-10-hydroxy-8-(4-fluorophenyl-1-methylbutyl)-2(2-propynyl)-1,2,3,4-tetrahydro-5H[1]benzopyrano[3,4-d]pyridine), Br.S1CCN(CC1)CCCC(=O)O (γ-thiomorpholinobutyric acid hydrobromide), C1(CCCCC1)N=C=NC1CCCCC1 (dicyclohexylcarbodiimide). Product: Br.CC1(OC2=C(C(=CC(=C2)C(CCC)(C)C2=CC=C(C=C2)F)OC(CCCN2CCSCC2)=O)C2=C1CCN(C2)CC#C)C (5,5-Dimethyl-8-(4-fluorophenyl-1-methylbutyl)-2-(2-propynyl)-1,2,3,4-tetrahydro-10-[4-(thiomorpholino)butyryloxy]-5H[1] benzopyrano[3,4-d]pyridine hydrobromide). Reaction SMILES: [CH3:1][C:2]1([CH3:32])[C:24]2[CH2:25][CH2:26][N:27]([CH2:29][C:30]#[CH:31])[CH2:28][C:23]=2[C:5]2[C:6]([OH:22])=[CH:7][C:8]([C:10]([C:15]3[CH:20]=[CH:19][C:18]([F:21])=[CH:17][CH:16]=3)([CH3:14])[CH2:11][CH2:12][CH3:13])=[CH:9][C:4]=2[O:3]1.[BrH:33].[S:34]1[CH2:39][CH2:38][N:37]([CH2:40][CH2:41][CH2:42][C:43](O)=[O:44])[CH2:36][CH2:35]1.C1(N=C=NC2CCCCC2)CCCCC1>>[BrH:33].[CH3:32][C:2]1([CH3:1])[C:24]2[CH2:25][CH2:26][N:27]([CH2:29][C:30]#[CH:31])[CH2:28][C:23]=2[C:5]2[C:6]([O:22][C:43](=[O:44])[CH2:42][CH2:41][CH2:40][N:37]3[CH2:36][CH2:35][S:34][CH2:39][CH2:38]3)=[CH:7][C:8]([C:10]([C:15]3[CH:16]=[CH:17][C:18]([F:21])=[CH:19][CH:20]=3)([CH3:14])[CH2:11][CH2:12][CH3:13])=[CH:9][C:4]=2[O:3]1 |f:1.2,4.5|. Procedure: Equimolar amounts of 5,5dimethyl-10-hydroxy-8-(4-fluorophenyl-1-methylbutyl)-2(2-propynyl)-1,2,3,4-tetrahydro-5H[1]benzopyrano[3,4-d]pyridine, γ-thiomorpholinobutyric acid hydrobromide and dicyclohexylcarbodiimide are reacted to form the desired product. The reactants are BrC1=CC=CC(=N1)N (6-bromo-pyridin-2-ylamine), COC1=CC=C(CCl)C=C1 (4-methoxybenzyl chloride), [H-].[Na+] (NaH). Run at time 2 hour. Product: BrC1=CC=CC(=N1)N(CC1=CC=C(C=C1)OC)CC1=CC=C(C=C1)OC ((6-Bromo-pyridin-2-yl)-bis-(4-methoxy-benzyl)-amine). Isolated yield 106.7%. As a reaction SMILES: [Br:1][C:2]1[N:7]=[C:6]([NH2:8])[CH:5]=[CH:4][CH:3]=1.[CH3:9][O:10][C:11]1[CH:18]=[CH:17][C:14]([CH2:15]Cl)=[CH:13][CH:12]=1.[H-].[Na+]>>[Br:1][C:2]1[N:7]=[C:6]([N:8]([CH2:15][C:14]2[CH:17]=[CH:18][C:11]([O:10][CH3:9])=[CH:12][CH:13]=2)[CH2:15][C:14]2[CH:17]=[CH:18][C:11]([O:10][CH3:9])=[CH:12][CH:13]=2)[CH:5]=[CH:4][CH:3]=1 |f:2.3|. Procedure: To a solution of 6-bromo-pyridin-2-ylamine (1.00 g, 5.78 mmol) under a nitrogen atmosphere at room temperature was added 4-methoxybenzyl chloride (1.96 mL, 14.5 mmol) in one portion. To this mixture was added NaH (60% suspension in mineral oil, 694 mg, 17.3 mmol) in one portion. The reaction was stirred for 2 h then partitioned between aqueous NaHCO3 and CH2Cl2. The layers were separated and the aqueous layer was further extracted with CH2Cl2. The combined organic layers were dried with MgSO4 an... Product: COC(=O)c1ccc(C(C)NC(=O)c2cc(Cl)ccc2COc2cncc(F)c2)cc1. Reactants: O=C(O)c1cc(Cl)ccc1COc1cncc(F)c1, Cl, COC(=O)c1ccc(C(C)N)cc1. RXN SMILES: [Cl:1][c:2]1[cH:3][cH:4][c:5]([CH2:11][O:12][c:13]2[cH:14][n:15][cH:16][c:17]([F:19])[cH:18]2)[c:6]([C:7](=[O:8])[OH:9])[cH:10]1.[ClH:20].[NH2:21][CH:22]([CH3:23])[c:24]1[cH:25][cH:26][c:27]([C:28](=[O:29])[O:30][CH3:31])[cH:32][cH:33]1>>[Cl:1][c:2]1[cH:3][cH:4][c:5]([CH2:11][O:12][c:13]2[cH:14][n:15][cH:16][c:17]([F:19])[cH:18]2)[c:6]([C:7](=[O:9])[NH:21][CH:22]([CH3:23])[c:24]2[cH:25][cH:26][c:27]([C:28](=[O:29])[O:30][CH3:31])[cH:32][cH:33]2)[cH:10]1. The reactants are C(C)C=1C=C(C(=O)OC)C=CC1F (methyl 3-ethyl-4-fluorobenzoate), [OH-].[Li+] (lithium hydroxide). Reagents/catalysts: [Pd] (palladium on carbon). The solvent is CO (methanol), CO.O1CCCC1.O (methanol tetrahydrofuran water). Conditions: time 2 hour. The product is FC1=C(C=C(C(=O)O)C=C1)CC (4-fluoro-3-ethylbenzoic acid). As a reaction SMILES: [CH2:1]([C:3]1[CH:4]=[C:5]([CH:10]=[CH:11][C:12]=1[F:13])[C:6]([O:8]C)=[O:7])[CH3:2].[OH-].[Li+]>[Pd].CO.CO.O1CCCC1.O>[F:13][C:12]1[CH:11]=[CH:10][C:5]([C:6]([OH:8])=[O:7])=[CH:4][C:3]=1[CH2:1][CH3:2] |f:1.2,5.6.7|. Procedure details: (4-fluoro-3-ethylbenzoyl chloride was prepared in 5 steps from 3-bromo-4-fluorobenzoic acid. 3-bromo-4-fluorobenzoic acid was converted to methyl 3-bromo-4-fluorobenzoate by treatment with trimethylsilyl diazomethane (1.5 equivalents) in benzene/methanol (4/1) at room temperature. Subsequent reaction with tributyl(vinyl) tin (1.2 equivalents) in DMF in the presence of catalytic dichlororbis(triphenylphosphine)palladium(II) (0.1 equivalents) at 80° C. under an argon atmosphere, followed by aqueou... The reactants are C([O-])(O)=O.[Na+] (sodium bicarbonate), CO\C=C\C(=C)O[Si](C)(C)C(C)(C)C ((E)-1-methoxy-3-tert-butyldimethylsilyloxy-1,3-butadiene), C(CCC)C(C(=O)[O-])=O (n-butylglyoxylate), FC(C(=O)O)(F)F (trifluoroacetic acid). Solvent: C1(=CC=CC=C1)C (toluene). Reaction conditions: time 2 hour. Product: O=C1CC(OC=C1)C(=O)OCCCC (n-butyl 3,4-dihydro-4-oxo-2H-pyran-2-carboxylate). The yield is 40.0%. RXN SMILES: [CH3:1][O:2]/[CH:3]=[CH:4]/[C:5]([O:7][Si](C(C)(C)C)(C)C)=[CH2:6].[CH2:15]([C:19](=[O:23])C([O-])=O)[CH2:16][CH2:17]C.FC(F)(F)[C:26](O)=[O:27].C(=O)(O)[O-].[Na+]>C1(C)C=CC=CC=1>[O:7]=[C:5]1[CH:4]=[CH:3][O:2][CH:1]([C:26]([O:23][CH2:19][CH2:15][CH2:16][CH3:17])=[O:27])[CH2:6]1 |f:3.4|. Procedure details: To 258 mg (1.2 mmol) of (E)-1-methoxy-3-tert-butyldimethylsilyloxy-1,3-butadiene and 130 mg (1 mmol) of n-butylglyoxylate was added at 0° C. the solution of the complex in toluene obtained above. After stirring for 2 hours, 0.1 ml of trifluoroacetic acid was added thereto. Next, the reaction mixture was stirred for 5 minutes, then poured into a saturated aqueous solution of sodium bicarbonate and filtered through celite. Then the filtrate was extracted with ether thrice and dried over anhydrous ... Reactants: COC(=O)CC(C)=O, C1CCNCC1, COc1ccc(C=O)cc1OC, CC(=O)O, O, c1ccccc1. Yields the product COC(=O)C(=Cc1ccc(OC)c(OC)c1)C(C)=O. As a reaction SMILES: [C:13]([CH2:14][C:15](=[O:16])[CH3:17])(=[O:18])[O:19][CH3:20].[CH2:21]1[CH2:22][CH2:23][NH:24][CH2:25][CH2:26]1.[CH3:1][O:2][c:3]1[cH:4][cH:5][c:6]([CH:7]=[O:8])[cH:9][c:10]1[O:11][CH3:12].[CH3:27][C:28](=[O:29])[OH:30].[OH2:37].[cH:31]1[cH:32][cH:33][cH:34][cH:35][cH:36]1>>[CH3:1][O:2][c:3]1[cH:4][cH:5][c:6]([CH:7]=[C:14]([C:13](=[O:18])[O:19][CH3:20])[C:15](=[O:16])[CH3:17])[cH:9][c:10]1[O:11][CH3:12]. The reactants are OC1CCN(CC1)C1=NC(=NC2=CC=CC=C12)C1=CC=CC=C1 (4-(4-hydroxypiperidinyl)-2-phenylquinazoline), [H-].[Na+] (sodium hydride), FC1=CC=CC2=CC=CC=C12 (1-fluoronaphthalene). Run in CN(C=O)C (dimethylformamide). Yields the product C1(=CC=CC2=CC=CC=C12)OC1CCN(CC1)C1=NC(=NC2=CC=CC=C12)C1=CC=CC=C1 (4-[4-(Naphthoxy)piperidinyl]-2-phenylquinazoline). Reaction SMILES: [OH:1][CH:2]1[CH2:7][CH2:6][N:5]([C:8]2[C:17]3[C:12](=[CH:13][CH:14]=[CH:15][CH:16]=3)[N:11]=[C:10]([C:18]3[CH:23]=[CH:22][CH:21]=[CH:20][CH:19]=3)[N:9]=2)[CH2:4][CH2:3]1.[H-].[Na+].F[C:27]1[C:36]2[C:31](=[CH:32][CH:33]=[CH:34][CH:35]=2)[CH:30]=[CH:29][CH:28]=1>CN(C)C=O>[C:35]1([O:1][CH:2]2[CH2:7][CH2:6][N:5]([C:8]3[C:17]4[C:12](=[CH:13][CH:14]=[CH:15][CH:16]=4)[N:11]=[C:10]([C:18]4[CH:23]=[CH:22][CH:21]=[CH:20][CH:19]=4)[N:9]=3)[CH2:4][CH2:3]2)[C:36]2[C:31](=[CH:30][CH:29]=[CH:28][CH:27]=2)[CH:32]=[CH:33][CH:34]=1 |f:1.2|. Reported procedure: Equimolar quantities of 4-(4-hydroxypiperidinyl)-2-phenylquinazoline, sodium hydride and 1-fluoronaphthalene are heated in dimethylformamide to prepare the title compound.